Task: describe an organic reaction: reactants, conditions, products, and yield. Dataset: the Open Reaction Database (ORD), a public repository of structured organic reaction records The reactants are IC1=C(C#N)C=CC=C1 (2-Iodobenzonitrile), C([O-])([O-])=O.[K+].[K+] (potassium carbonate), C(CO)O (ethylene glycol), FC1=C(C=CC(=C1)F)C=1C=C2C=CC(=CC2=CC1)S (6-(2,4-difluorophenyl)-2-naphthyl hydrosulfide). Reagents/catalysts: [Cu]I (copper(I) iodide). Solvent: C(C)(C)O (isopropyl alcohol), C(C)(=O)OCC (Ethyl acetate). Conditions: temperature 80 celsius, time 15 minute. Product: FC1=C(C=CC(=C1)F)C=1C=C2C=CC(=CC2=CC1)SC1=C(C#N)C=CC=C1 (2-{[6-(2,4-difluorophenyl)-2-naphthyl]thio}benzonitrile). Yield: 20.2%. Reaction SMILES: [F:1][C:2]1[CH:7]=[C:6]([F:8])[CH:5]=[CH:4][C:3]=1[C:9]1[CH:10]=[C:11]2[C:16](=[CH:17][CH:18]=1)[CH:15]=[C:14]([SH:19])[CH:13]=[CH:12]2.I[C:21]1[CH:28]=[CH:27][CH:26]=[CH:25][C:22]=1[C:23]#[N:24].C(=O)([O-])[O-].[K+].[K+].C(O)CO>C(O)(C)C.[Cu]I.C(OCC)(=O)C>[F:1][C:2]1[CH:7]=[C:6]([F:8])[CH:5]=[CH:4][C:3]=1[C:9]1[CH:10]=[C:11]2[C:16](=[CH:17][CH:18]=1)[CH:15]=[C:14]([S:19][C:21]1[CH:28]=[CH:27][CH:26]=[CH:25][C:22]=1[C:23]#[N:24])[CH:13]=[CH:12]2 |f:2.3.4|. Reported procedure: 6-(2,4-Difluorophenyl)-2-naphthyl hydrosulfide (Step 2, 0.78 g) was dissolved in isopropyl alcohol (15 mL). 2-Iodobenzonitrile (0.66 g, 2.88 mmol), copper(I) iodide (29 mg, 0.15 mmol), potassium carbonate (0.8 g, 5.79 mmol) and ethylene glycol (320 μL) were added and the reaction heated to 80° C. under nitrogen overnight. Ethyl acetate was added to the cooled reaction mixture and stirred for 15 minutes. The mixture was filtered and the filtrate evaporated in vacuo. The residue was purified by fl...